Dataset: the Open Reaction Database (ORD), a public repository of structured organic reaction records. Task: describe an organic reaction: reactants, conditions, products, and yield Starting materials: Cl.CC1=C(NC2=CC=CC=C12)C=1C=NC=CC1 (3-Methyl-2-pyridin-3-yl-1H-indole hydrochloride), C(C1=CC=CC=C1)(=O)Cl (benzoyl chloride). Product: CC1=C(N(C2=CC=CC=C12)C(=O)C1=CC=CC=C1)C=1C=NC=CC1 ((3-methyl-2-pyridin-3-yl-indol-1-yl)-phenyl-methanone). As a reaction SMILES: Cl.[CH3:2][C:3]1[C:11]2[C:6](=[CH:7][CH:8]=[CH:9][CH:10]=2)[NH:5][C:4]=1[C:12]1[CH:13]=[N:14][CH:15]=[CH:16][CH:17]=1.[C:18](Cl)(=[O:25])[C:19]1[CH:24]=[CH:23][CH:22]=[CH:21][CH:20]=1>>[CH3:2][C:3]1[C:11]2[C:6](=[CH:7][CH:8]=[CH:9][CH:10]=2)[N:5]([C:18]([C:19]2[CH:24]=[CH:23][CH:22]=[CH:21][CH:20]=2)=[O:25])[C:4]=1[C:12]1[CH:13]=[N:14][CH:15]=[CH:16][CH:17]=1 |f:0.1|. Procedure details: 3-Methyl-2-pyridin-3-yl-1H-indole hydrochloride and benzoyl chloride are processed according to the method described in Example 38 to give (3-methyl-2-pyridin-3-yl-indol-1-yl)-phenyl-methanone. 1H NMR (400 MHz, MeOD) δ ppm 2.33 (s, 3H), 7.26-7.40 (m, 5H), 7.45-7.52 (m, 1H), 7.57 (d, J=1.3 Hz, 1H), 7.59 (s, 1H), 7.63 (dd, J=7.1, 1.3 Hz, 1H), 7.68-7.73 (m, 1H), 7.75 (dt, J=7.8, 1.9 Hz, 1H), 8.33 (dd, J=5.1, 1.5 Hz, 1H), 8.47 (d, J=1.3 Hz, 2H). HRMS (ESI) m/z 313.1337 [(M+H)+ Calcd for C21H17N2O: 3... Starting materials: CCO, CN(C)C=O, COc1cc2c(c(C(C)C)c1OC)C(=O)N(CCl)S2(=O)=O, [Na], O, Sc1nnnn1-c1ccccc1. The product is COc1cc2c(c(C(C)C)c1OC)C(=O)N(CSc1nnnn1-c1ccccc1)S2(=O)=O. As a reaction SMILES: [CH2:36]([OH:37])[CH3:38].[CH3:39][N:40]([CH3:41])[CH:42]=[O:43].[Cl:1][CH2:2][N:3]1[S:4](=[O:5])(=[O:6])[c:7]2[cH:8][c:9]([O:20][CH3:21])[c:10]([O:18][CH3:19])[c:11]([CH:15]([CH3:16])[CH3:17])[c:12]2[C:13]1=[O:14].[Na:22].[OH2:35].[c:23]1(-[n:29]2[n:30][n:31][n:32][c:33]2[SH:34])[cH:24][cH:25][cH:26][cH:27][cH:28]1>>[CH2:2]([N:3]1[S:4](=[O:5])(=[O:6])[c:7]2[cH:8][c:9]([O:20][CH3:21])[c:10]([O:18][CH3:19])[c:11]([CH:15]([CH3:16])[CH3:17])[c:12]2[C:13]1=[O:14])[S:34][c:33]1[n:29](-[c:23]2[cH:24][cH:25][cH:26][cH:27][cH:28]2)[n:30][n:31][n:32]1. The reactants are COC(=O)C(CC(C)C)N1CC(Oc2c(F)ccc(OC(C)C)c2F)=CC1=O, [Li+], C1CCOC1, [OH-], O. Yields the product CC(C)CC(C(=O)O)N1CC(Oc2c(F)ccc(OC(C)C)c2F)=CC1=O. RXN SMILES: [CH3:1][O:2][C:3]([CH:4]([CH2:5][CH:6]([CH3:7])[CH3:8])[N:9]1[C:10](=[O:27])[CH:11]=[C:12]([O:14][c:15]2[c:16]([F:26])[c:17]([O:22][CH:23]([CH3:24])[CH3:25])[cH:18][cH:19][c:20]2[F:21])[CH2:13]1)=[O:28].[Li+:31].[O:32]1[CH2:33][CH2:34][CH2:35][CH2:36]1.[OH-:30].[OH2:29]>>[O:2]=[C:3]([CH:4]([CH2:5][CH:6]([CH3:7])[CH3:8])[N:9]1[C:10](=[O:27])[CH:11]=[C:12]([O:14][c:15]2[c:16]([F:26])[c:17]([O:22][CH:23]([CH3:24])[CH3:25])[cH:18][cH:19][c:20]2[F:21])[CH2:13]1)[OH:28]. The reactants are NC=1SC(=CC1C(=O)N)C1=C(C=C(C=C1F)C(C)(C)O)F (2-amino-5-[2,6-difluoro-4-(1-hydroxy-1-methylethyl)phenyl]thiophene-3-carboxamide), ClC1=CC=C(C=N1)C=1N=NN(C1)CCO (2-[4-(6-chloropyridin-3-yl)-1H-1,2,3-triazol-1-yl]ethanol). Yields the product FC1=C(C(=CC(=C1)C(C)(C)O)F)C1=CC(=C(S1)NC1=NC=C(C=C1)C=1N=NN(C1)CCO)C(=O)N (5-[2,6-Difluoro-4-(1-hydroxy-1-methylethyl)phenyl]-2-({5-[1-(2-hydroxyethyl)-1H-1,2,3-triazol-4-yl]pyridin-2-yl}amino)thiophene-3-carboxamide). RXN SMILES: [NH2:1][C:2]1[S:3][C:4]([C:10]2[C:15]([F:16])=[CH:14][C:13]([C:17]([OH:20])([CH3:19])[CH3:18])=[CH:12][C:11]=2[F:21])=[CH:5][C:6]=1[C:7]([NH2:9])=[O:8].Cl[C:23]1[N:28]=[CH:27][C:26]([C:29]2[N:30]=[N:31][N:32]([CH2:34][CH2:35][OH:36])[CH:33]=2)=[CH:25][CH:24]=1>>[F:16][C:15]1[CH:14]=[C:13]([C:17]([OH:20])([CH3:18])[CH3:19])[CH:12]=[C:11]([F:21])[C:10]=1[C:4]1[S:3][C:2]([NH:1][C:23]2[CH:24]=[CH:25][C:26]([C:29]3[N:30]=[N:31][N:32]([CH2:34][CH2:35][OH:36])[CH:33]=3)=[CH:27][N:28]=2)=[C:6]([C:7]([NH2:9])=[O:8])[CH:5]=1. Reported procedure: The title compound was prepared as described in Example 1 using 2-amino-5-[2,6-difluoro-4-(1-hydroxy-1-methylethyl)phenyl]thiophene-3-carboxamide (100 mg, 0.32 mmol) and 2-[4-(6-chloropyridin-3-yl)-1H-1,2,3-triazol-1-yl]ethanol (72 mg, 0.32 mmol) as starting materials. Reactants: ClC1=CC2=C(N=C(O2)C2=C(C=NC=C2)F)C=C1C(F)(F)F (6-chloro-2-(3-fluoropyridin-4-yl)-5-(trifluoromethyl)benzoxazole), [H-].[Na+] (sodium hydride), CN(C)C=O (DMF), FC(CO)(F)F (2,2,2-trifluoroethanol), CN(C)C=O (DMF). Solvent: O (Water). Conditions: time 15 minute. Product: ClC1=CC2=C(N=C(O2)C2=C(C=NC=C2)OCC(F)(F)F)C=C1C(F)(F)F (6-chloro-2-[3-(2,2,2-trifluoroethoxy)pyridin-4-yl]-5-(trifluoromethyl)benzoxazole). Isolated yield 74.1%. Reaction SMILES: [H-].[Na+].CN(C=O)C.[F:8][C:9]([F:13])([F:12])[CH2:10][OH:11].[Cl:14][C:15]1[C:30]([C:31]([F:34])([F:33])[F:32])=[CH:29][C:18]2[N:19]=[C:20]([C:22]3[CH:27]=[CH:26][N:25]=[CH:24][C:23]=3F)[O:21][C:17]=2[CH:16]=1>O>[Cl:14][C:15]1[C:30]([C:31]([F:34])([F:32])[F:33])=[CH:29][C:18]2[N:19]=[C:20]([C:22]3[CH:27]=[CH:26][N:25]=[CH:24][C:23]=3[O:11][CH2:10][C:9]([F:13])([F:12])[F:8])[O:21][C:17]=2[CH:16]=1 |f:0.1|. Reported procedure: A mixture of 46 mg of 60% sodium hydride (in oil) and 2 ml of DMF was stirred at room temperature, to which a mixture solution of 0.12 g of 2,2,2-trifluoroethanol and 0.5 ml of DMF was added. After 15 minutes, 0.28 g of 6-chloro-2-(3-fluoropyridin-4-yl)-5-(trifluoromethyl)benzoxazole was added and stirred at room temperature for one hour. Water was added to the reaction mixture, followed by extraction with ethyl acetate twice. The combined organic layers were washed with a saturated sodium chlor... Reactants: ClC=1C=C2C(=C(C(C(C2=CC1)(C)C#N)=O)C(=O)NCC(=O)OC(C)(C)C)O (1,1-Dimethylethyl N((6-chloro-1-cyano-4-hydroxy-1-methyl-2-oxo-naphthalen-3-yl)carbonyl)glycinate). Solvent: C(=O)(C(F)(F)F)O (TFA). Reaction conditions: time 45 minute. Product: ClC=1C=C2C(=C(C(C(C2=CC1)(C)C#N)=O)C(=O)NCC(=O)O)O (N((6-Chloro-1-cyano-4-hydroxy-1-methyl-2-oxo-naphthalen-3-yl)carbonyl)glycine). RXN SMILES: [Cl:1][C:2]1[CH:3]=[C:4]2[C:9](=[CH:10][CH:11]=1)[C:8]([C:13]#[N:14])([CH3:12])[C:7](=[O:15])[C:6]([C:16]([NH:18][CH2:19][C:20]([O:22]C(C)(C)C)=[O:21])=[O:17])=[C:5]2[OH:27]>C(O)(C(F)(F)F)=O>[Cl:1][C:2]1[CH:3]=[C:4]2[C:9](=[CH:10][CH:11]=1)[C:8]([C:13]#[N:14])([CH3:12])[C:7](=[O:15])[C:6]([C:16]([NH:18][CH2:19][C:20]([OH:22])=[O:21])=[O:17])=[C:5]2[OH:27]. Procedure: 1,1-Dimethylethyl N((6-chloro-1-cyano-4-hydroxy-1-methyl-2-oxo-naphthalen-3-yl)carbonyl)glycinate (0.160 g, 0.41 mmol) was placed in a 25 mL round bottom flask and TFA (20 mL) was added. The mixture was stirred for 45 minutes. TFA was then removed under vacuum, and DCM was used to azeotrope off the remaining TFA (3×) until the oil turned into a solid. MS m/e=335 (M+H)+. Calculated for C15H11ClN2O5 334.04. Reactants: COc1ccc(C=CC(=O)O)cc1, NC(CO)Cc1ccccc1. Yields the product COc1ccc(C=CC(=O)NC(CO)Cc2ccccc2)cc1. Reaction SMILES: [CH3:1][O:2][c:3]1[cH:4][cH:5][c:6]([CH:9]=[CH:10][C:11](=[O:12])[OH:13])[cH:7][cH:8]1.[NH2:14][CH:15]([CH2:16][c:17]1[cH:18][cH:19][cH:20][cH:21][cH:22]1)[CH2:23][OH:24]>>[CH3:1][O:2][c:3]1[cH:4][cH:5][c:6]([CH:9]=[CH:10][C:11](=[O:13])[NH:14][CH:15]([CH2:16][c:17]2[cH:18][cH:19][cH:20][cH:21][cH:22]2)[CH2:23][OH:24])[cH:7][cH:8]1. Starting materials: C(#N)C1=CC=C(C=C1)NC(=O)C1C(C2(C(N1)CC(C)(C)C)C(NC1=CC(=CC=C12)Cl)=O)C1=CC(=CC=C1)Cl (rac-(2′S,3′R,4′R,5′R)-6-chloro-4′-(3-chloro-phenyl)-2′-(2,2-dimethyl-propyl)-2-oxo-1,2-dihydro-spiro[indole-3,3′-pyrrolidine]-5′-carboxylic acid (4-cyano-phenyl)-amide), OO (H2O2), [OH-].[Na+] (NaOH). The solvent is CS(=O)C (DMSO). Conditions: temperature 0 celsius, time 1 hour. Product: C(N)(=O)C1=CC=C(C=C1)NC(=O)C1C(C2(C(N1)CC(C)(C)C)C(NC1=CC(=CC=C12)Cl)=O)C1=CC(=CC=C1)Cl (rac-(2′S,3′R,4′R,5′R)-6-chloro-4′-(3-chloro-phenyl)-2′-(2,2-dimethyl-propyl)-2-oxo-1,2-dihydro-spiro[indole-3,3′-pyrrolidine]-5′-carboxylic acid (4-carbamoyl-phenyl)-amide). The yield is 58.3%. Reaction SMILES: [C:1]([C:3]1[CH:8]=[CH:7][C:6]([NH:9][C:10]([CH:12]2[NH:16][CH:15]([CH2:17][C:18]([CH3:21])([CH3:20])[CH3:19])[C:14]3([C:29]4[C:24](=[CH:25][C:26]([Cl:30])=[CH:27][CH:28]=4)[NH:23][C:22]3=[O:31])[CH:13]2[C:32]2[CH:37]=[CH:36][CH:35]=[C:34]([Cl:38])[CH:33]=2)=[O:11])=[CH:5][CH:4]=1)#[N:2].[OH:39]O.[OH-].[Na+]>CS(C)=O>[C:1]([C:3]1[CH:4]=[CH:5][C:6]([NH:9][C:10]([CH:12]2[NH:16][CH:15]([CH2:17][C:18]([CH3:21])([CH3:20])[CH3:19])[C:14]3([C:29]4[C:24](=[CH:25][C:26]([Cl:30])=[CH:27][CH:28]=4)[NH:23][C:22]3=[O:31])[CH:13]2[C:32]2[CH:37]=[CH:36][CH:35]=[C:34]([Cl:38])[CH:33]=2)=[O:11])=[CH:7][CH:8]=1)(=[O:39])[NH2:2] |f:2.3|. Reported procedure: To the solution of rac-(2′S,3′R,4′R,5′R)-6-chloro-4′-(3-chloro-phenyl)-2′-(2,2-dimethyl-propyl)-2-oxo-1,2-dihydro-spiro[indole-3,3′-pyrrolidine]-5′-carboxylic acid (4-cyano-phenyl)-amide (0.5 g, 0.91 mmol) prepared in Example 64 in DMSO (15 mL) at 0° C. was added an aqueous solution (30% Aldrich) of H2O2 (0.56 mL, 18 mmol), then aqueous solution (1N) of NaOH (4 mL, 4 mmol) was added dropwise. The reaction mixture was stirred at 0° C. for 1 h. The mixture was partitioned between ethyl acetate and...